This data is from the Open Reaction Database (ORD), a public repository of structured organic reaction records. The task is: describe an organic reaction: reactants, conditions, products, and yield Starting materials: [Br-], BrC[P+](c1ccccc1)(c1ccccc1)c1ccccc1, O=C([O-])[O-], C1CCOC1, Cc1cc(C=O)c(C)n1-c1ccccc1, [Na+], [Na+], CC(=O)[O-], CC(=O)[O-], CN(C)C=O, [Pd+2]. Yields the product C=Cc1cc(C)n(-c2ccccc2)c1C. RXN SMILES: [Br-:1].[Br:2][CH2:3][P+:4]([c:5]1[cH:6][cH:7][cH:8][cH:9][cH:10]1)([c:11]1[cH:12][cH:13][cH:14][cH:15][cH:16]1)[c:17]1[cH:18][cH:19][cH:20][cH:21][cH:22]1.[C:38](=[O:39])([O-:40])[O-:41].[CH2:44]1[O:45][CH2:46][CH2:47][CH2:48]1.[CH3:23][c:24]1[n:25](-[c:32]2[cH:33][cH:34][cH:35][cH:36][cH:37]2)[c:26]([CH3:31])[cH:27][c:28]1[CH:29]=[O:30].[Na+:42].[Na+:43].[O-:55][C:56]([CH3:57])=[O:58].[O-:59][C:60]([CH3:61])=[O:62].[O:49]=[CH:50][N:51]([CH3:52])[CH3:53].[Pd+2:54]>>[CH2:3]=[CH:29][c:28]1[c:24]([CH3:23])[n:25](-[c:32]2[cH:33][cH:34][cH:35][cH:36][cH:37]2)[c:26]([CH3:31])[cH:27]1. Starting materials: COC(=O)c1nc(Cl)nc(N)c1OC, COCCOC, CCOC(C)=O, COc1c(Cl)ccc(B(O)O)c1F, [Cs+], [F-], O, Cl[Pd]Cl, c1ccc(P(c2ccccc2)c2ccccc2)cc1, c1ccc(P(c2ccccc2)c2ccccc2)cc1. Product: COC(=O)c1nc(-c2ccc(Cl)c(OC)c2F)nc(N)c1OC. RXN SMILES: [CH3:1][O:2][C:3](=[O:4])[c:5]1[n:6][c:7]([Cl:14])[n:8][c:9]([NH2:13])[c:10]1[O:11][CH3:12].[CH3:30][O:31][CH2:32][CH2:33][O:34][CH3:35].[CH3:37][CH2:38][O:39][C:40](=[O:41])[CH3:42].[Cl:15][c:16]1[c:17]([O:26][CH3:27])[c:18]([F:25])[c:19]([B:22]([OH:23])[OH:24])[cH:20][cH:21]1.[Cs+:29].[F-:28].[OH2:36].[Pd:43]([Cl:44])[Cl:45].[c:46]1([P:47]([c:48]2[cH:49][cH:50][cH:51][cH:52][cH:53]2)[c:54]2[cH:55][cH:56][cH:57][cH:58][cH:59]2)[cH:60][cH:61][cH:62][cH:63][cH:64]1.[c:65]1([P:66]([c:67]2[cH:68][cH:69][cH:70][cH:71][cH:72]2)[c:73]2[cH:74][cH:75][cH:76][cH:77][cH:78]2)[cH:79][cH:80][cH:81][cH:82][cH:83]1>>[CH3:1][O:2][C:3](=[O:4])[c:5]1[n:6][c:7](-[c:19]2[c:18]([F:25])[c:17]([O:26][CH3:27])[c:16]([Cl:15])[cH:21][cH:20]2)[n:8][c:9]([NH2:13])[c:10]1[O:11][CH3:12]. Starting materials: COC(=O)c1cnn(-c2cccc3ncccc23)c1C1CC1, CO, [Na+], [OH-]. The product is O=C(O)c1cnn(-c2cccc3ncccc23)c1C1CC1. Reaction SMILES: [CH3:1][O:2][C:3](=[O:4])[c:5]1[cH:6][n:7][n:8](-[c:13]2[c:14]3[cH:15][cH:16][cH:17][n:18][c:19]3[cH:20][cH:21][cH:22]2)[c:9]1[CH:10]1[CH2:11][CH2:12]1.[CH3:25][OH:26].[Na+:24].[OH-:23]>>[O:2]=[C:3]([OH:4])[c:5]1[cH:6][n:7][n:8](-[c:13]2[c:14]3[cH:15][cH:16][cH:17][n:18][c:19]3[cH:20][cH:21][cH:22]2)[c:9]1[CH:10]1[CH2:11][CH2:12]1.